From a dataset of the Open Reaction Database (ORD), a public repository of structured organic reaction records. describe an organic reaction: reactants, conditions, products, and yield Reactants: [Br-], CCC(=O)CC, O=[N+]([O-])c1ccc(C#CCCCCl)cc1, [Li+]. Product: O=[N+]([O-])c1ccc(C#CCCCBr)cc1. Reaction SMILES: [Br-:17].[CH3:18][CH2:19][C:20](=[O:21])[CH2:22][CH3:23].[Cl:1][CH2:2][CH2:3][CH2:4][C:5]#[C:6][c:7]1[cH:8][cH:9][c:10]([N+:13](=[O:14])[O-:15])[cH:11][cH:12]1.[Li+:16]>>[CH2:2]([CH2:3][CH2:4][C:5]#[C:6][c:7]1[cH:8][cH:9][c:10]([N+:13](=[O:14])[O-:15])[cH:11][cH:12]1)[Br:17]. Reactants: OC[C@H](CC(C)C)NC(=O)C1=NC(=C(N=C1)N1CCCC1)OCCC (6-Propoxy-5-pyrrolidin-1-yl-pyrazine-2-carboxylic acid ((S)-1-hydroxymethyl-3-methyl-butyl)-amide), title compounds, COCCOC1=C(N=CC(=N1)C(=O)O)N1CCCCC1 (6-(2-methoxy-ethoxy)-5-piperidin-1-yl-pyrazine-2-carboxylic acid), COC([C@@H](N)CC(C)C)=O ((S)-leucine methyl ester). The product is COC([C@H](CC(C)C)NC(=O)C1=NC(=C(N=C1)N1CCCCC1)OCCOC)=O ((S)-2-{[6-(2-Methoxy-ethoxy)-5-piperidin-1-yl-pyrazine-2-carbonyl]-amino}-4-methyl-pentanoic acid methyl ester). Reaction SMILES: OC[C@@H](NC(C1C=NC(N2CCCC2)=C(OCCC)N=1)=O)CC(C)C.[CH3:26][O:27][CH2:28][CH2:29][O:30][C:31]1[N:36]=[C:35]([C:37]([OH:39])=O)[CH:34]=[N:33][C:32]=1[N:40]1[CH2:45][CH2:44][CH2:43][CH2:42][CH2:41]1.[CH3:46][O:47][C:48](=[O:55])[C@H:49]([CH2:51][CH:52]([CH3:54])[CH3:53])[NH2:50]>>[CH3:46][O:47][C:48](=[O:55])[C@@H:49]([NH:50][C:37]([C:35]1[CH:34]=[N:33][C:32]([N:40]2[CH2:45][CH2:44][CH2:43][CH2:42][CH2:41]2)=[C:31]([O:30][CH2:29][CH2:28][O:27][CH3:26])[N:36]=1)=[O:39])[CH2:51][CH:52]([CH3:54])[CH3:53]. Reported procedure: In analogy to the procedure described for the synthesis of 6-propoxy-5-pyrrolidin-1-yl-pyrazine-2-carboxylic acid ((S)-1-hydroxymethyl-3-methyl-butyl)-amide (example 10, step d) the title compounds was prepared from 6-(2-methoxy-ethoxy)-5-piperidin-1-yl-pyrazine-2-carboxylic acid and (S)-leucine methyl ester (commercially available). m/z (ES+): 409.3 (M+H). Starting materials: C(C1=CC=CC=C1)(=O)NC=1NN(C(C1N1N=CC=C1)=O)C1=C(C=C(C=C1Cl)Cl)Cl (3-benzoylamino-4-(1-pyrazolyl)-1-(2,4,6-trichlorophenyl)-5-pyrazolone), O.O.O.O.O.O.O.O.[OH-].[Ba+2].[OH-] (barium hydroxide octahydrate), [OH-].[Na+] (sodium hydroxide), resultant mixture, raw material, Cl (hydrochloric acid). The solvent is CO (methanol). Reaction conditions: temperature 45 celsius. Yields the product NC=1NN(C(C1N1N=CC=C1)=O)C1=C(C=C(C=C1Cl)Cl)Cl (3-amino-4-(1-pyrazolyl)-1-(2,4,6-trichlorophenyl)-5-pyrazolone). Isolated yield 70.5%. As a reaction SMILES: C([NH:9][C:10]1[NH:11][N:12]([C:21]2[C:26]([Cl:27])=[CH:25][C:24]([Cl:28])=[CH:23][C:22]=2[Cl:29])[C:13](=[O:20])[C:14]=1[N:15]1[CH:19]=[CH:18][CH:17]=[N:16]1)(=O)C1C=CC=CC=1.O.O.O.O.O.O.O.O.[OH-].[Ba+2].[OH-].[OH-].[Na+].Cl>CO>[NH2:9][C:10]1[NH:11][N:12]([C:21]2[C:22]([Cl:29])=[CH:23][C:24]([Cl:28])=[CH:25][C:26]=2[Cl:27])[C:13](=[O:20])[C:14]=1[N:15]1[CH:19]=[CH:18][CH:17]=[N:16]1 |f:1.2.3.4.5.6.7.8.9.10.11,12.13|. Procedure details: 194 g of 3-benzoylamino-4-(1-pyrazolyl)-1-(2,4,6-trichlorophenyl)-5-pyrazolone were mixed with 400 mL of methanol, and 30 g of barium hydroxide octahydrate and 140 g of a 25% (W/V) aqueous solution of sodium hydroxide were added to the resultant mixture. After agitation of the resultant reaction mixture for 6 hours at an internal temperature of 65° C., the residual ratio of the raw material was 0.5% or less in an HPLC analysis. After the reaction mixture was cooled to 45° C., 500 mL of concentra... The reactants are [F-].[K+] (potassium fluoride), ClC1=NC=CC=C1S(=O)(=O)N(C1=NC=C(N=C1OC)C)C(=O)OCC(C)C (2-chloro-N-isobutoxycarbonyl-N-(3-methoxy-5-methylpyrazin-2-yl)pyridine-3-sulphonamide), COC(=O)C1=CC=C(C=C1)B(O)O (4-methoxycarbonylphenylboronic acid), C(C)(=O)OCC (Ethyl acetate). Reagents/catalysts: C=1C=CC(=CC1)[P](C=2C=CC=CC2)(C=3C=CC=CC3)[Pd]([P](C=4C=CC=CC4)(C=5C=CC=CC5)C=6C=CC=CC6)([P](C=7C=CC=CC7)(C=8C=CC=CC8)C=9C=CC=CC9)[P](C=1C=CC=CC1)(C=1C=CC=CC1)C=1C=CC=CC1 (tetrakis(triphenylphosphine)palladium(0)). Run in O (water), C1(=CC=CC=C1)C (toluene). The product is C(C(C)C)OC(=O)N(S(=O)(=O)C=1C(=NC=CC1)C1=CC=C(C=C1)C(=O)OC)C1=NC=C(N=C1OC)C (N-(isobutoxycarbonyl)-2-(4-methoxycarbonylphenyl)-N-(3-methoxy-5-methylpyrazin-2-yl)-pyridine-3-sulphonamide). Isolated yield 82.6%. As a reaction SMILES: [F-].[K+].Cl[C:4]1[C:9]([S:10]([N:13]([C:23]([O:25][CH2:26][CH:27]([CH3:29])[CH3:28])=[O:24])[C:14]2[C:19]([O:20][CH3:21])=[N:18][C:17]([CH3:22])=[CH:16][N:15]=2)(=[O:12])=[O:11])=[CH:8][CH:7]=[CH:6][N:5]=1.[CH3:30][O:31][C:32]([C:34]1[CH:39]=[CH:38][C:37](B(O)O)=[CH:36][CH:35]=1)=[O:33].C(OCC)(=O)C>O.C1(C)C=CC=CC=1.C1C=CC([P]([Pd]([P](C2C=CC=CC=2)(C2C=CC=CC=2)C2C=CC=CC=2)([P](C2C=CC=CC=2)(C2C=CC=CC=2)C2C=CC=CC=2)[P](C2C=CC=CC=2)(C2C=CC=CC=2)C2C=CC=CC=2)(C2C=CC=CC=2)C2C=CC=CC=2)=CC=1>[CH2:26]([O:25][C:23]([N:13]([C:14]1[C:19]([O:20][CH3:21])=[N:18][C:17]([CH3:22])=[CH:16][N:15]=1)[S:10]([C:9]1[C:4]([C:37]2[CH:38]=[CH:39][C:34]([C:32]([O:31][CH3:30])=[O:33])=[CH:35][CH:36]=2)=[N:5][CH:6]=[CH:7][CH:8]=1)(=[O:12])=[O:11])=[O:24])[CH:27]([CH3:29])[CH3:28] |f:0.1,^1:60,62,81,100|. Procedure: A solution of potassium fluoride (7.0 g) in water (150 ml) was added to a solution of 2-chloro-N-isobutoxycarbonyl-N-(3-methoxy-5-methylpyrazin-2-yl)pyridine-3-sulphonamide (8.3 g), 4-methoxycarbonylphenylboronic acid (7.9 g) and tetrakis(triphenylphosphine)palladium(0) (1.0 g) in toluene (150 ml) and the mixture was heated under reflux under argon for 18 hours. Ethyl acetate (150 ml) was added and the organic phase was separated. The solution was washed with 2M sodium hydroxide solution (100 ml...